Dataset: the Open Reaction Database (ORD), a public repository of structured organic reaction records. Task: describe an organic reaction: reactants, conditions, products, and yield Reactants: NC[C@@H]1[C@H]2C[C@H]2CN1C(=O)C=1N=C(SC1C=1C=C(C=CC1)C)C (((1S,2S,5R)-2-Aminomethyl-3-aza-bicyclo[3.1.0]hex-3-yl)-(2-methyl-5-m-tolyl-thiazol-4-yl)-methanone), FC(C=1C=C(C(=O)O)C=CC1)(F)F (3-Trifluoromethyl-benzoic acid). The product is CC=1SC(=C(N1)C(=O)N1[C@@H]([C@H]2C[C@H]2C1)CNC(C1=CC(=CC=C1)C(F)(F)F)=O)C=1C=C(C=CC1)C (N-[(1S,2S,5R)-3-(2-Methyl-5-m-tolyl-thiazole-4-carbonyl)-3-aza-bicyclo[3.1.0]hex-2-ylmethyl]-3-trifluoromethyl-benzamide). Reaction SMILES: [NH2:1][CH2:2][C@H:3]1[N:8]([C:9]([C:11]2[N:12]=[C:13]([CH3:23])[S:14][C:15]=2[C:16]2[CH:17]=[C:18]([CH3:22])[CH:19]=[CH:20][CH:21]=2)=[O:10])[CH2:7][C@H:6]2[C@@H:4]1[CH2:5]2.[F:24][C:25]([F:36])([F:35])[C:26]1[CH:27]=[C:28]([CH:32]=[CH:33][CH:34]=1)[C:29](O)=[O:30]>>[CH3:23][C:13]1[S:14][C:15]([C:16]2[CH:17]=[C:18]([CH3:22])[CH:19]=[CH:20][CH:21]=2)=[C:11]([C:9]([N:8]2[CH2:7][C@H:6]3[C@H:4]([CH2:5]3)[C@H:3]2[CH2:2][NH:1][C:29](=[O:30])[C:28]2[CH:32]=[CH:33][CH:34]=[C:26]([C:25]([F:24])([F:35])[F:36])[CH:27]=2)=[O:10])[N:12]=1. Procedure details: prepared by reaction of ((1S,2S,5R)-2-Aminomethyl-3-aza-bicyclo[3.1.0]hex-3-yl)-(2-methyl-5-m-tolyl-thiazol-4-yl)-methanone with 3-Trifluoromethyl-benzoic acid.